describe an organic reaction: reactants, conditions, products, and yield From a dataset of the Open Reaction Database (ORD), a public repository of structured organic reaction records. Starting materials: C1C(O1)CO (glycidol), N1=C(Cl)N=C(Cl)N=C1Cl (cyanuric chloride), [OH-].[Na+] (sodium hydroxide). Solvent: ClCCl (dichloromethane). Reaction conditions: time 3 hour. Yields the product ClC1=NC(=NC(=N1)Cl)OCC1CO1 (2,4-dichloro-6-glycidoxy-1,3,5-triazine). As a reaction SMILES: [N:1]1[C:8](Cl)=[N:7][C:5]([Cl:6])=[N:4][C:2]=1[Cl:3].[CH2:10]1[O:12][CH:11]1[CH2:13][OH:14].[OH-].[Na+]>ClCCl>[Cl:3][C:2]1[N:4]=[C:5]([Cl:6])[N:7]=[C:8]([O:14][CH2:13][CH:11]2[O:12][CH2:10]2)[N:1]=1 |f:2.3|. Procedure: A solution of 73.76 g (0.4 moles) cyanuric chloride in 360 ml of dichloromethane was chilled in an ice-water bath to about 0–5° C. and 31.85 g (0.43 moles) glycidol was added. A solution of 34.4 g 50% aqueous sodium hydroxide was added over about 30–45 minutes with stirring keeping the temperature between about 0° C. and about 10° C. Stirring was continued for an additional 3 hours after which time the layers were separated and the organic layer washed two times with water, and once with brine a... Starting materials: ClC1=C2C(=CNC2=CC(=C1)Cl)C(=O)O (4,6-dichloro-1H-indole-3-carboxylic acid), N1C=CC2=CC=CC=C12 (indole). Yields the product C1(CC1)C1=C2C(=CNC2=CC=C1)C(=O)O (4-cyclopropyl-1H-indole-3-carboxylic acid). As a reaction SMILES: Cl[C:2]1[CH:10]=[C:9](Cl)[CH:8]=[C:7]2[C:3]=1[C:4]([C:12]([OH:14])=[O:13])=[CH:5][NH:6]2.N1[C:23]2[C:18](=CC=CC=2)[CH:17]=C1>>[CH:23]1([C:2]2[CH:10]=[CH:9][CH:8]=[C:7]3[C:3]=2[C:4]([C:12]([OH:14])=[O:13])=[CH:5][NH:6]3)[CH2:18][CH2:17]1. Procedure: Compound 4 was converted into the target indole acid using a similar procedure to Example 42.